Dataset: the Open Reaction Database (ORD), a public repository of structured organic reaction records. Task: describe an organic reaction: reactants, conditions, products, and yield Starting materials: ( 6 ), CC1=CC=C(C=C1)S(=O)(=O)OC[C@H]1COC2=C(O1)C=C(C=C2Cl)S(=O)(=O)C ([(2R)-5-chloro-7-(methylsulfonyl)-2,3-dihydro-1,4-benzodioxin-2-yl]methyl 4-methylbenzenesulfonate), ( 8 ), CC(C)N (propan-2-amine), ( 8 ), ( 7 ). Run in C(C)#N (ACN). Product: ClC1=CC(=CC=2O[C@H](COC21)CNC(C)C)S(=O)(=O)C (N-{[(2S)-5-CHLORO-7-(METHYLSULFONYL)-2,3-DIHYDRO-1,4-BENZODIOXIN-2-YL]METHYL}PROPAN-2-AMINE). As a reaction SMILES: CC1C=CC(S(O[CH2:12][C@@H:13]2[O:18][C:17]3[CH:19]=[C:20]([S:24]([CH3:27])(=[O:26])=[O:25])[CH:21]=[C:22]([Cl:23])[C:16]=3[O:15][CH2:14]2)(=O)=O)=CC=1.[CH3:28][CH:29]([NH2:31])[CH3:30]>C(#N)C>[Cl:23][C:22]1[C:16]2[O:15][CH2:14][C@H:13]([CH2:12][NH:31][CH:29]([CH3:30])[CH3:28])[O:18][C:17]=2[CH:19]=[C:20]([S:24]([CH3:27])(=[O:25])=[O:26])[CH:21]=1. Reported procedure: Preparation according to Example 57 using [(2R)-5-chloro-7-(methylsulfonyl)-2,3-dihydro-1,4-benzodioxin-2-yl]methyl 4-methylbenzenesulfonate (0.027 g, 0.062 mmol), propan-2-amine (0.5 ml), ACN (3 ml). MS m/z (rel. intensity, 70 eV) 319 (M+, 1), 304 (8), 84 (8), 73 (6), 72 (bp), 56 (7). Starting materials: ice water, CSC=1C=C(COC=2C=C(CO)C=C(C2)OCC2=CC(=CC(=C2)SC)SC)C=C(C1)SC (3,5-Bis-(3,5-dimethylthiobenzyloxy)benzyl alcohol), C(Br)(Br)(Br)Br (carbon tetrabromide), C1(=CC=CC=C1)P(C1=CC=CC=C1)C1=CC=CC=C1 (triphenylphosphine). The solvent is O1CCCC1 (tetrahydrofuran). Run at time 7 hour. Product: CSC=1C=C(COC=2C=C(CBr)C=C(C2)OCC2=CC(=CC(=C2)SC)SC)C=C(C1)SC (3,5-bis(3,5-dimethylthiobenzyloxy)benzyl bromide). Isolated yield 286.8%. As a reaction SMILES: [CH3:1][S:2][C:3]1[CH:4]=[C:5]([CH:28]=[C:29]([S:31][CH3:32])[CH:30]=1)[CH2:6][O:7][C:8]1[CH:9]=[C:10]([CH:13]=[C:14]([O:16][CH2:17][C:18]2[CH:23]=[C:22]([S:24][CH3:25])[CH:21]=[C:20]([S:26][CH3:27])[CH:19]=2)[CH:15]=1)[CH2:11]O.C(Br)(Br)(Br)[Br:34].C1(P(C2C=CC=CC=2)C2C=CC=CC=2)C=CC=CC=1>O1CCCC1>[CH3:1][S:2][C:3]1[CH:4]=[C:5]([CH:28]=[C:29]([S:31][CH3:32])[CH:30]=1)[CH2:6][O:7][C:8]1[CH:9]=[C:10]([CH:13]=[C:14]([O:16][CH2:17][C:18]2[CH:23]=[C:22]([S:24][CH3:25])[CH:21]=[C:20]([S:26][CH3:27])[CH:19]=2)[CH:15]=1)[CH2:11][Br:34]. Procedure: 3,5-Bis-(3,5-dimethylthiobenzyloxy)benzyl alcohol (17.0 g, 0.033 mol) and carbon tetrabromide (14.2 g, 0.0043 mol) were dissolved in 100 ml of tetrahydrofuran. To this, triphenylphosphine (11.3 g, 0.043 mol) was added portionwise. at the temperature of 1.0 to 10° C. After completion of the addition, the mixture was stirred for 7 hours keeping the mixture at the same temperature. Then, the reaction mixture was poured into 300 ml of ice-water and the resulting mixture was extracted with chloroform... The reactants are C1CNCC(C=2NC=3C=CC=CC3C21)C(=O)OCC (ethyl 1,2,3,4,5,6-hexahydroazepino[4,5-b]indole-5-carboxylate), cupric acetate, C1(=CC=CC=C1)B(O)O (phenyl boronic acid), N1=CC=CC=C1 (pyridine). Solvent: C(Cl)Cl (DCM). Conditions: time 3 day. Yields the product C(C)OC(=O)C1CN(CCC2=C1NC=1C=CC=CC21)C2=CC=CC=C2 (3-Phenyl-1,2,3,4,5,6-Hexahydro-Azepino[4,5-b]Indole-5-Carboxylic Acid Ethyl Ester). Isolated yield 7.9%. As a reaction SMILES: [CH2:1]1[C:14]2[C:13]3[CH:12]=[CH:11][CH:10]=[CH:9][C:8]=3[NH:7][C:6]=2[CH:5]([C:15]([O:17][CH2:18][CH3:19])=[O:16])[CH2:4][NH:3][CH2:2]1.[C:20]1(B(O)O)[CH:25]=[CH:24][CH:23]=[CH:22][CH:21]=1.N1C=CC=CC=1>C(Cl)Cl>[CH2:18]([O:17][C:15]([CH:5]1[C:6]2[NH:7][C:8]3[CH:9]=[CH:10][CH:11]=[CH:12][C:13]=3[C:14]=2[CH2:1][CH2:2][N:3]([C:20]2[CH:25]=[CH:24][CH:23]=[CH:22][CH:21]=2)[CH2:4]1)=[O:16])[CH3:19]. Reported procedure: The mixture of ethyl 1,2,3,4,5,6-hexahydroazepino[4,5-b]indole-5-carboxylate (520 mg, 2 mmol), cupric acetate (728 mg, 4 mmol), phenyl boronic acid (490 mg, 4 mol) and pyridine (0.35 mL, 4 mmol) in dry DCM (20 mL) was stirred at ambient temperature for 3 days. The mixture was filtered though a pad of celite. The filtrate was concentrated in vacuo and then purified by chromatography on silica gel eluting with EtOAc-Hexane (7:93) to give the title compound (53 mg); 1H-NMR (CDCl3): δ 8.66 (1H, s), ... Reactants: N(=O)N1CCCC2=CC=CC=C12 (1-nitroso-1,2,3,4-tetrahydroquinoline), [H-].[H-].[H-].[H-].[Li+].[Al+3] (LiAlH4). Run in C1CCOC1 (THF), C1CCOC1 (THF). Reaction conditions: temperature 0 celsius. Product: N1(CCCC2=CC=CC=C12)N (3,4-Dihydroquinolin-1(2H)-amine). The yield is 52.9%. Reaction SMILES: [N:1]([N:3]1[C:12]2[C:7](=[CH:8][CH:9]=[CH:10][CH:11]=2)[CH2:6][CH2:5][CH2:4]1)=O.[H-].[H-].[H-].[H-].[Li+].[Al+3]>C1COCC1>[N:3]1([NH2:1])[C:12]2[C:7](=[CH:8][CH:9]=[CH:10][CH:11]=2)[CH2:6][CH2:5][CH2:4]1 |f:1.2.3.4.5.6|. Reported procedure: A solution of 1-nitroso-1,2,3,4-tetrahydroquinoline (10.0 g, 61.66 mmol) in 60 mL dry THF was added dropwise to a refluxing suspension of LiAlH4 (4.26 g, 112.21 mmol) in 130 mL THF. The reaction was allowed to reflux for 1 hour, cooled to 0° C., and then quenched by the dropwise addition of Rochelle's salt solution. The resulting precipitate was diluted with THF and filtered. The filtrate was then concentrated under reduced pressure, then purified by flash chromatography to give the product (4.8... The reactants are [Cl-].[NH4+] (ammonium chloride), CC=1C=C(CCl)C=CC1 (3-methylbenzyl chloride), [Mg] (magnesium), C(C)OC1(N(CCC1)C)OCC (2,2-diethoxy-1-methylpyrrolidine). The solvent is C(C)OCC (diethyl ether). The product is CC=1C=C(CC2N(CCC2)C)C=CC1 (2-(3-methylbenzyl)-1-methylpyrrolidine). RXN SMILES: [CH3:1][C:2]1[CH:3]=[C:4]([CH:7]=[CH:8][CH:9]=1)[CH2:5]Cl.[Mg].C(O[C:14]1(OCC)[CH2:18][CH2:17][CH2:16][N:15]1[CH3:19])C.[Cl-].[NH4+]>C(OCC)C>[CH3:1][C:2]1[CH:3]=[C:4]([CH:7]=[CH:8][CH:9]=1)[CH2:5][CH:14]1[CH2:18][CH2:17][CH2:16][N:15]1[CH3:19] |f:3.4|. Procedure details: Prepare a Grignard solution from 103 g of 3-methylbenzyl chloride and 8 g of magnesium in 400 ml of diethyl ether. With stirring and boiling under reflux, add a solution of 126.9 g of 2,2-diethoxy-1-methylpyrrolidine dropwise to the Grignard solution. Keep the thus-prepared mixture at the boil for a further 1 hour before adding 130 ml of saturated ammonium chloride solution dropwise thereto. Then filter off the magnesium salts and dry the filtrate over sodium sulfate. Free the residue (31 g) fro... Starting materials: [BH4-], CCOC(C)=O, CO, COC(=O)c1ccc(Cl)cn1, [Na+], O. Yields the product OCc1ccc(Cl)cn1. Reaction SMILES: [BH4-:12].[CH3:15][CH2:16][O:17][C:18]([CH3:19])=[O:20].[CH3:21][OH:22].[Cl:1][c:2]1[cH:3][cH:4][c:5]([C:8](=[O:9])[O:10][CH3:11])[n:6][cH:7]1.[Na+:13].[OH2:14]>>[Cl:1][c:2]1[cH:3][cH:4][c:5]([CH2:8][OH:9])[n:6][cH:7]1. Reactants: COC1=CC=C(C=C1)C=C(C(=O)O)C1=CC=CC=C1 (3-(4-methoxyphenyl)-2-phenylacrylic acid). Reagents/catalysts: [Pd] (palladium on charcoal). The solvent is C(C)(=O)OCC (ethyl acetate). Product: COC1=CC=C(C=C1)CC(C(=O)O)C1=CC=CC=C1 (3-(4-methoxyphenyl)-2-phenylpropionic acid). As a reaction SMILES: [CH3:1][O:2][C:3]1[CH:8]=[CH:7][C:6]([CH:9]=[C:10]([C:14]2[CH:19]=[CH:18][CH:17]=[CH:16][CH:15]=2)[C:11]([OH:13])=[O:12])=[CH:5][CH:4]=1>[Pd].C(OCC)(=O)C>[CH3:1][O:2][C:3]1[CH:4]=[CH:5][C:6]([CH2:9][CH:10]([C:14]2[CH:19]=[CH:18][CH:17]=[CH:16][CH:15]=2)[C:11]([OH:13])=[O:12])=[CH:7][CH:8]=1. Procedure: 13 g of 3-(4-methoxyphenyl)-2-phenylacrylic acid was dissolved to 600 ml of ethyl acetate and 2.6 g of 10% palladium on charcoal was added under inert atmosphere. Starting material was hydrogenated at room temperature to give quantitative yield of 3-(4-methoxyphenyl)-2-phenylpropionic acid. 1H-NMR (400 MHz, d6-DMSO): 12.3 (bs, 1H), 7.32-7.20 (m, 5H), 7.1-7.0 (m, 2H), 6.8-6.7 (m, 2H), 3.79 (dd, 1H, J 6.9, 8.7 Hz), 3.70 (s, 3H), 3.22 (dd, 1H, J 8.7, 13.7 Hz), 2.87 (dd, 1H, J 6.9, 13.7 Hz). The reactants are FC1=C(C=C2C=CC=NC2=C1)CN1N=NC2=NC=C(N=C21)C(C)=O (1-[3-(7-Fluoro-quinolin-6-ylmethyl)-3H-[1,2,3]triazolo[4,5-b]pyrazin-5-yl]-ethanone), NOCC(C)(O)C (1-aminooxy-2-methyl-propan-2-ol). Product: OC(CO\N=C(/C)\C=1N=C2C(=NC1)N=NN2CC=2C=C1C=CC=NC1=CC2F)(C)C ((E)-1-[3-(7-Fluoro-quinolin-6-ylmethyl)-3H-[1,2,3]triazolo[4,5-b]pyrazin-5-yl]-ethanone O-(2-hydroxy-2-methyl-propyl)-oxime). Isolated yield 97.7%. RXN SMILES: [F:1][C:2]1[CH:11]=[C:10]2[C:5]([CH:6]=[CH:7][CH:8]=[N:9]2)=[CH:4][C:3]=1[CH2:12][N:13]1[C:21]2[C:16](=[N:17][CH:18]=[C:19]([C:22](=O)[CH3:23])[N:20]=2)[N:15]=[N:14]1.[NH2:25][O:26][CH2:27][C:28]([CH3:31])([OH:30])[CH3:29]>>[OH:30][C:28]([CH3:31])([CH3:29])[CH2:27][O:26]/[N:25]=[C:22](/[C:19]1[N:20]=[C:21]2[N:13]([CH2:12][C:3]3[CH:4]=[C:5]4[C:10](=[CH:11][C:2]=3[F:1])[N:9]=[CH:8][CH:7]=[CH:6]4)[N:14]=[N:15][C:16]2=[N:17][CH:18]=1)\[CH3:23]. Procedure details: The title compound (12.0 mg, 89%) was synthesized from 1-[3-(7-fluoro-quinolin-6-ylmethyl)-3H-[1,2,3]triazolo[4,5-b]pyrazin-5-yl]-ethanone (15.4) (10.0 mg, 0.03 mmol) and 1-aminooxy-2-methyl-propan-2-ol (6.5 mg, 0.06 mmol) using the same procedure as described in the synthesis of example 15. 1H-NMR (400 MHz, DMSO-d6) δ ppm 9.29 (s, 1H), 8.93 (dd, 1H), 8.41 (dd, 1H), 8.19 (d, 1H), 7.83 (d, 1H), 7.54 (dd, 1H), 6.23 (s, 2H), 4.60 (s, 1H), 4.12 (d, 2H), 2.30 (s, 3H), 1.17 (s, 6H). LCMS (method A): [... Reactants: NC[C@H](C)N1N=C(C=C1)C1=CC(=C(C#N)C(=C1)F)F ((S)-4-(1-(1-aminopropan-2-yl)-1H-pyrazol-3-yl)-2,6-difluorobenzonitrile), C(C)(=O)C1=NNC(=C1)C(=O)O (3-acetyl-1H-pyrazole-5-carboxylic acid). The product is C(C)(=O)C1=NNC(=C1)C(=O)NC[C@H](C)N1N=C(C=C1)C1=CC(=C(C(=C1)F)C#N)F ((S)-3-acetyl-N-(2-(3-(4-cyano-3,5-difluorophenyl)-1H-pyrazol-1-yl)propyl)-1H-pyrazole-5-carboxamide). As a reaction SMILES: [NH2:1][CH2:2][C@@H:3]([N:5]1[CH:9]=[CH:8][C:7]([C:10]2[CH:17]=[C:16]([F:18])[C:13]([C:14]#[N:15])=[C:12]([F:19])[CH:11]=2)=[N:6]1)[CH3:4].[C:20]([C:23]1[CH:27]=[C:26]([C:28](O)=[O:29])[NH:25][N:24]=1)(=[O:22])[CH3:21]>>[C:20]([C:23]1[CH:27]=[C:26]([C:28]([NH:1][CH2:2][C@@H:3]([N:5]2[CH:9]=[CH:8][C:7]([C:10]3[CH:17]=[C:16]([F:18])[C:13]([C:14]#[N:15])=[C:12]([F:19])[CH:11]=3)=[N:6]2)[CH3:4])=[O:29])[NH:25][N:24]=1)(=[O:22])[CH3:21]. Reported procedure: The title compound was synthesized from (S)-4-(1-(1-aminopropan-2-yl)-1H-pyrazol-3-yl)-2,6-difluorobenzonitrile (380 mg, 1.45 mmol) and 3-acetyl-1H-pyrazole-5-carboxylic acid (229 mg, 1.48 mmol) using the method of Example 34(d). Yield 249 mg. 1H NMR (400 MHz; d6-DMSO): δ 1.49 (d, 3H), 2.48 (s, 3H), 3.62 (m, 2H), 4.67 (m, 1H), 6.98 (d, 1H), 7.25 (bs, 1H), 7.76 (m, 2H), 7.89 (d, 1H), 8.52 (bs, 1H), 14.18 (bs, 1H). Starting materials: [OH-].[Na+] (NaOH), OC1=C(C=O)C=C(C(=C1)O)OC (2,4-Dihydroxy-5-methoxybenzaldehyde), C(C1=CC=CC=C1)Br (benzyl bromide), N12CCCCCC2=NCCC1 (1,8-diazabicyclo[5.4.0]undec-7-ene). The solvent is CN(C=O)C (N,N-dimethylformamide). Yields the product C(C1=CC=CC=C1)OC1=CC(=C(C=O)C=C1OC)O (4-Benzyloxy-2-hydroxy-5-methoxybenzaldehyde). As a reaction SMILES: [OH:1][C:2]1[CH:9]=[C:8]([OH:10])[C:7]([O:11][CH3:12])=[CH:6][C:3]=1[CH:4]=[O:5].[CH2:13](Br)[C:14]1[CH:19]=[CH:18][CH:17]=[CH:16][CH:15]=1.N12CCCN=C1CCCCC2.[OH-].[Na+]>CN(C)C=O>[CH2:13]([O:10][C:8]1[C:7]([O:11][CH3:12])=[CH:6][C:3]([CH:4]=[O:5])=[C:2]([OH:1])[CH:9]=1)[C:14]1[CH:19]=[CH:18][CH:17]=[CH:16][CH:15]=1 |f:3.4|. Procedure details: 2,4-Dihydroxy-5-methoxybenzaldehyde (6.0 g), benzyl bromide (9.7 g) and 1,8-diazabicyclo[5.4.0]undec-7-ene (8.6 g) in N,N-dimethylformamide (30 ml) were heated at 100° C. under nitrogen for 5 hours. After cooling to room temperature, 1 N NaOH was added and the mixture washed with ethyl acetate. The water phase was acidified with HCl and the precipitate was filtered.